Dataset: the Open Reaction Database (ORD), a public repository of structured organic reaction records. Task: describe an organic reaction: reactants, conditions, products, and yield The reactants are [NH4+].[Cl-] (NH4Cl), [H-].[Na+] (NaH), C(C)OC(=O)C1=CC=2C(=CN=CC2)N1 (1H-pyrrolo[2,3-c]pyridine-2-carboxylic acid ethyl ester), CI (MeI). Run in CN(C)C=O (DMF). Run at temperature 20 celsius, time 1 hour. The product is C(C)OC(=O)C1=CC=2C(=CN=CC2)N1C (1-methyl-1H-pyrrolo[2,3-c]pyridine-2-carboxylic acid ethyl ester). Reaction SMILES: [H-].[Na+].[CH2:3]([O:5][C:6]([C:8]1[NH:16][C:11]2=[CH:12][N:13]=[CH:14][CH:15]=[C:10]2[CH:9]=1)=[O:7])[CH3:4].[CH3:17]I.[NH4+].[Cl-]>CN(C=O)C>[CH2:3]([O:5][C:6]([C:8]1[N:16]([CH3:17])[C:11]2=[CH:12][N:13]=[CH:14][CH:15]=[C:10]2[CH:9]=1)=[O:7])[CH3:4] |f:0.1,4.5|. Reported procedure: NaH (60% dispersion in mineral oil, 51 mg, 1.26 mmol) was added to a solution of 1H-pyrrolo[2,3-c]pyridine-2-carboxylic acid ethyl ester (200 mg, 1.05 mmol) in anhydrous DMF (10 mL) at 0° C. The mixture was stirred for 1 h, before being treated with MeI (79 μL, 1.26 mmol) and allowed to warm to 20° C. After 16 h, saturated aqueous NH4Cl (10 mL) was added, then the suspension was stirred vigorously for 1 h. The mixture was partitioned between H2O (10 mL) and EtOAc (30 mL), then the aqueous layer ... Reactants: Clc1nccc(N2CCC3(CC2)OCCO3)n1, NCc1ccccc1, O. Yields the product c1ccc(CNc2nccc(N3CCC4(CC3)OCCO4)n2)cc1. RXN SMILES: [Cl:1][c:2]1[n:3][cH:4][cH:5][c:6]([N:8]2[CH2:9][CH2:10][C:11]3([O:12][CH2:13][CH2:14][O:15]3)[CH2:16][CH2:17]2)[n:7]1.[NH2:18][CH2:19][c:20]1[cH:21][cH:22][cH:23][cH:24][cH:25]1.[OH2:26]>>[c:2]1([NH:18][CH2:19][c:20]2[cH:21][cH:22][cH:23][cH:24][cH:25]2)[n:3][cH:4][cH:5][c:6]([N:8]2[CH2:9][CH2:10][C:11]3([O:12][CH2:13][CH2:14][O:15]3)[CH2:16][CH2:17]2)[n:7]1. Starting materials: ClC1=CC=C(C=C1)C(C#C)(CC)N1C=CC2=C(C=CC=C12)NC(OC(C)(C)C)=O (tert-butyl 1-(3-(4-chlorophenyl)pent-1-yn-3-yl)-1H-indol-4-ylcarbamate). The reagents and catalysts are O=[Pt]=O (PtO2). Run in CO (methanol). Run at time 2 hour. The product is ClC1=CC=C(C=C1)C(CC)(CC)N1C=CC2=C(C=CC=C12)NC(OC(C)(C)C)=O (tert-butyl 1-(3-(4-chlorophenyl)pentan-3-yl)-1H-indol-4-ylcarbamate). RXN SMILES: [Cl:1][C:2]1[CH:7]=[CH:6][C:5]([C:8]([N:13]2[C:21]3[C:16](=[C:17]([NH:22][C:23](=[O:29])[O:24][C:25]([CH3:28])([CH3:27])[CH3:26])[CH:18]=[CH:19][CH:20]=3)[CH:15]=[CH:14]2)([CH2:11][CH3:12])[C:9]#[CH:10])=[CH:4][CH:3]=1>O=[Pt]=O.CO>[Cl:1][C:2]1[CH:7]=[CH:6][C:5]([C:8]([N:13]2[C:21]3[C:16](=[C:17]([NH:22][C:23](=[O:29])[O:24][C:25]([CH3:26])([CH3:28])[CH3:27])[CH:18]=[CH:19][CH:20]=3)[CH:15]=[CH:14]2)([CH2:11][CH3:12])[CH2:9][CH3:10])=[CH:4][CH:3]=1. Procedure: A mixture of tert-butyl 1-(3-(4-chlorophenyl)pent-1-yn-3-yl)-1H-indol-4-ylcarbamate (100 mg, 0.245 mmol), as described in Example 44 Step A, PtO2 (5.5 mg, 0.0245 mmol) and methanol (2 mL) was degassed three times and backfilled with dihydrogen. The mixture was stirred at room temperature for 2 h under dihydrogen atmosphere. The solid was filtered off and the filtrate was concentrated in vacuo to give the title compound as colorless oil. LC/MS m/z=357.0[M-tBu+H]+. The reactants are C1N(CC2=CC=CC=C12)C(C(=O)OCC1=CC(=CC=C1)OC1=CC=CC=C1)C(C)C (m-phenoxybenzyl 2-(2-isoindolinyl)-3-methylbutanoate), O.C1(=CC=C(C=C1)S(=O)(=O)O)C (para-toluenesulfonic acid monohydrate). The solvent is C(C)O (ethanol). Reaction conditions: time 2 hour. Product: C1(=CC=C(C=C1)S(=O)(=O)O)C (para-toluenesulfonic acid), C1N(CC2=CC=CC=C12)C(C(=O)OCC1=CC(=CC=C1)OC1=CC=CC=C1)C(C)C (m-phenoxybenzyl 2-(2-isoindolinyl)-3-methylbutanoate). Reaction SMILES: [CH2:1]1[C:9]2[C:4](=[CH:5][CH:6]=[CH:7][CH:8]=2)[CH2:3][N:2]1[CH:10]([CH:28]([CH3:30])[CH3:29])[C:11]([O:13][CH2:14][C:15]1[CH:20]=[CH:19][CH:18]=[C:17]([O:21][C:22]2[CH:27]=[CH:26][CH:25]=[CH:24][CH:23]=2)[CH:16]=1)=[O:12].O.[C:32]1([CH3:42])[CH:37]=[CH:36][C:35]([S:38]([OH:41])(=[O:40])=[O:39])=[CH:34][CH:33]=1>C(O)C>[C:32]1([CH3:42])[CH:33]=[CH:34][C:35]([S:38]([OH:41])(=[O:39])=[O:40])=[CH:36][CH:37]=1.[CH2:1]1[C:9]2[C:4](=[CH:5][CH:6]=[CH:7][CH:8]=2)[CH2:3][N:2]1[CH:10]([CH:28]([CH3:30])[CH3:29])[C:11]([O:13][CH2:14][C:15]1[CH:20]=[CH:19][CH:18]=[C:17]([O:21][C:22]2[CH:23]=[CH:24][CH:25]=[CH:26][CH:27]=2)[CH:16]=1)=[O:12] |f:1.2|. Reported procedure: To m-phenoxybenzyl 2-(2-isoindolinyl)-3-methylbutanoate (492 mg, 1.23 mmol) is added a solution of para-toluenesulfonic acid monohydrate (249 mg, 1.31 mmol) in 4 ml of 95% ethanol. The reaction mixture is allowed to stand for 2 hours at RT under nitrogen. The ethanol is removed under vacuum and the residue recrystallized from 30% hexane/benzene to yield the para-toluenesulfonic acid salt of m-phenoxybenzyl 2-(2-isoindolinyl)-3-methylbutanoate, m.p. 139°-140.3°. Starting materials: C(C1=CC=CC=C1)P(=O)(CC1=CC=CC=C1)N[C@@H](C)C(=O)N1[C@H](C(=O)N2[C@H](C(=O)O)CCC2)CCC1 (dibenzylphosphoryl-L-alanyl-L-prolyl-L-proline), [OH-].[K+] (potassium hydroxide). Yields the product [K+].C(C1=CC=CC=C1)P(=O)(CC1=CC=CC=C1)N[C@@H](C)C(=O)N1[C@H](C(=O)N2[C@H](C(=O)[O-])CCC2)CCC1 (dibenzylphosphoryl-L-alanyl-L-prolyl-L-proline potassium salt). As a reaction SMILES: [CH2:1]([P:8]([NH:17][C@H:18]([C:20]([N:22]1[CH2:36][CH2:35][CH2:34][C@H:23]1[C:24]([N:26]1[CH2:33][CH2:32][CH2:31][C@H:27]1[C:28]([OH:30])=[O:29])=[O:25])=[O:21])[CH3:19])([CH2:10][C:11]1[CH:16]=[CH:15][CH:14]=[CH:13][CH:12]=1)=[O:9])[C:2]1[CH:7]=[CH:6][CH:5]=[CH:4][CH:3]=1.[OH-].[K+:38]>>[K+:38].[CH2:1]([P:8]([NH:17][C@H:18]([C:20]([N:22]1[CH2:36][CH2:35][CH2:34][C@H:23]1[C:24]([N:26]1[CH2:33][CH2:32][CH2:31][C@H:27]1[C:28]([O-:30])=[O:29])=[O:25])=[O:21])[CH3:19])([CH2:10][C:11]1[CH:12]=[CH:13][CH:14]=[CH:15][CH:16]=1)=[O:9])[C:2]1[CH:7]=[CH:6][CH:5]=[CH:4][CH:3]=1 |f:1.2,3.4|. Procedure details: To the oily dibenzylphosphoryl-L-alanyl-L-prolyl-L-proline (2.72 g, 5 m mole) 0.1 N potassium hydroxide (50 ml) was added and the thus produced solution was freeze-dried to obtain an amorphous powder of dibenzylphosphoryl-L-alanyl-L-prolyl-L-proline potassium salt (2.8 g).